describe an organic reaction: reactants, conditions, products, and yield From a dataset of the Open Reaction Database (ORD), a public repository of structured organic reaction records. The reactants are CS(=O)(=O)N1CCNCC1 (1-(methylsulfonyl)piperazine), NC1=CC(=NC(=N1)C)C1=C(N=CC(=N1)C(C)=O)NC=1C=NC(=C(C1)F)OC (1-(6-(6-amino-2-methylpyrimidin-4-yl)-5-(5-fluoro-6-methoxypyridin-3-ylamino)pyrazin-2-yl)ethanone), C(C)(=O)O[BH-](OC(C)=O)OC(C)=O.[Na+] (sodium triacetoxyborohydride), C(Cl)Cl (CH2Cl2). The reagents and catalysts are CC([O-])C.[Ti+4].CC([O-])C.CC([O-])C.CC([O-])C (titanium(iv) isopropoxide). The solvent is O1CCCC1 (tetrahydrofuran), N (ammonia). Conditions: temperature 75 celsius, time 25 hour. The product is FC=1C=C(C=NC1OC)NC=1C(=NC(=CN1)C(C)N1CCN(CC1)S(=O)(=O)C)C1=CC(=NC(=N1)C)N (6-(3-(5-fluoro-6-methoxypyridin-3-ylamino)-6-(1-(4-(methylsulfonyl)piperazin-1-yl)ethyl)pyrazin-2-yl)-2-methylpyrimidin-4-amine). Isolated yield 22.6%. Reaction SMILES: [CH3:1][S:2]([N:5]1[CH2:10][CH2:9][NH:8][CH2:7][CH2:6]1)(=[O:4])=[O:3].[NH2:11][C:12]1[N:17]=[C:16]([CH3:18])[N:15]=[C:14]([C:19]2[N:24]=[C:23]([C:25](=O)[CH3:26])[CH:22]=[N:21][C:20]=2[NH:28][C:29]2[CH:30]=[N:31][C:32]([O:36][CH3:37])=[C:33]([F:35])[CH:34]=2)[CH:13]=1.C(Cl)Cl.C(O[BH-](OC(=O)C)OC(=O)C)(=O)C.[Na+]>O1CCCC1.N.CC(C)[O-].[Ti+4].CC(C)[O-].CC(C)[O-].CC(C)[O-]>[F:35][C:33]1[CH:34]=[C:29]([NH:28][C:20]2[C:19]([C:14]3[N:15]=[C:16]([CH3:18])[N:17]=[C:12]([NH2:11])[CH:13]=3)=[N:24][C:23]([CH:25]([N:8]3[CH2:9][CH2:10][N:5]([S:2]([CH3:1])(=[O:4])=[O:3])[CH2:6][CH2:7]3)[CH3:26])=[CH:22][N:21]=2)[CH:30]=[N:31][C:32]=1[O:36][CH3:37] |f:3.4,7.8.9.10.11|. Reported procedure: A mixture of 1-(methylsulfonyl)piperazine (13.34 mg, 0.081 mmol, Apollo), 1-(6-(6-amino-2-methylpyrimidin-4-yl)-5-(5-fluoro-6-methoxypyridin-3-ylamino)pyrazin-2-yl)ethanone (15 mg, 0.041 mmol) and titanium(iv) isopropoxide (0.048 mL, 0.162 mmol, Aldrich, St. Louis, Mo.) in tetrahydrofuran (0.5 mL) was stirred at 75° C. for 25 h. The mixture was cooled down to 20° C. and CH2Cl2 (1 mL) was added followed by sodium triacetoxyborohydride (34.4 mg, 0.162 mmol). The reaction mixture was stirred at roo... Reactants: C1CCNCC1, Cl[Cu], Cl, C1COCCO1, C#Cc1ccccc1. The product is C(#Cc1ccccc1)CN1CCCCC1. RXN SMILES: [CH2:9]1[CH2:10][CH2:11][NH:12][CH2:13][CH2:14]1.[Cl:22][Cu:23].[ClH:15].[O:16]1[CH2:17][CH2:21][O:20][CH2:19][CH2:18]1.[c:1]1([C:7]#[CH:8])[cH:2][cH:3][cH:4][cH:5][cH:6]1>>[c:1]1([C:7]#[C:8][CH2:17][N:12]2[CH2:11][CH2:10][CH2:9][CH2:14][CH2:13]2)[cH:2][cH:3][cH:4][cH:5][cH:6]1. Reactants: [N+](=O)([O-])C=1N=CN(C1)C1=CC(=CC=C1)C(F)(F)F (4-nitro-1-(3-(trifluoromethyl)phenyl)-1H-imidazole). Reagents/catalysts: [Pd] (Pd/C). Run in CO (methanol). Conditions: time 4 hour. The product is FC(C=1C=C(C=CC1)N1C=NC(=C1)N)(F)F (1-(3-(trifluoromethyl)phenyl)-1H-imidazol-4-amine). As a reaction SMILES: [N+:1]([C:4]1[N:5]=[CH:6][N:7]([C:9]2[CH:14]=[CH:13][CH:12]=[C:11]([C:15]([F:18])([F:17])[F:16])[CH:10]=2)[CH:8]=1)([O-])=O>CO.[Pd]>[F:18][C:15]([F:16])([F:17])[C:11]1[CH:10]=[C:9]([N:7]2[CH:8]=[C:4]([NH2:1])[N:5]=[CH:6]2)[CH:14]=[CH:13][CH:12]=1. Procedure details: Into a 100-mL round bottom flask, was placed a solution of 4-nitro-1-(3-(trifluoromethyl)phenyl)-1H-imidazole (1.5 g, 5.54 mmol, 1.00 equiv, 95%) in methanol (30 mL). The mixture was treated with Pd/C (1.5 g) and stirred under a hydrogen atmosphere for 4 h at room temperature. The solids were filtered out. The resulting mixture was concentrated under vacuum. This resulted in 1.2 g (88%) of 1-(3-(trifluoromethyl)phenyl)-1H-imidazol-4-amine as a brown oil. Reactants: C1(CCC1)OC1=CC=NC=C1 (4-cyclobutoxypyridine). Reagents/catalysts: [Pt]=O (Platinum Oxide), [Ru] (ruthenium on Carbon), [Rh] (rhodium). The solvent is CCO (EtOH). Conditions: temperature 60 celsius, time 8 hour. Product: C1(CCC1)OC1CCNCC1 (4-cyclobutoxypiperidine). Reaction SMILES: [CH:1]1([O:5][C:6]2[CH:11]=[CH:10][N:9]=[CH:8][CH:7]=2)[CH2:4][CH2:3][CH2:2]1>CCO.[Rh].[Pt]=O.[Ru]>[CH:1]1([O:5][CH:6]2[CH2:11][CH2:10][NH:9][CH2:8][CH2:7]2)[CH2:4][CH2:3][CH2:2]1. Procedure details: 4-cyclobutoxypyridine (13) (3.8 g, 25.47 mmol) and rhodium 5% on alumina (0.38 g, 0.05 mmol) in EtOH (50 mL) were stirred under an atmosphere of hydrogen at 5 bar and 25° C. for 16 hours. GCMS analysis indicated no reaction so the mixture was heated to 60° C. for 5 hours but analysis still only indicated trace product formation. Platinum Oxide (0.2 g) catalyst was added and stirred overnight at 60° C., 5 bar, but still no more product formation. The reaction mixture was transferred to a high pre... Reactants: CNC(=S)[S-], O=C(CCl)Nc1nc(CC(=O)NC2CN(S(=O)(=O)[O-])C2=O)cs1, [Na+], [Na+], O. The product is Nc1nc(CC(=O)NC2CN(S(=O)(=O)[O-])C2=O)cs1, [Na+]. As a reaction SMILES: [CH3:25][NH:26][C:27](=[S:28])[S-:29].[Cl:1][CH2:2][C:3](=[O:4])[NH:5][c:6]1[s:7][cH:8][c:9]([CH2:11][C:12](=[O:13])[NH:14][CH:15]2[C:16](=[O:23])[N:17]([S:19](=[O:20])(=[O:21])[O-:22])[CH2:18]2)[n:10]1.[Na+:24].[Na+:30].[OH2:31]>>[NH2:5][c:6]1[s:7][cH:8][c:9]([CH2:11][C:12](=[O:13])[NH:14][CH:15]2[C:16](=[O:23])[N:17]([S:19](=[O:20])(=[O:21])[O-:22])[CH2:18]2)[n:10]1.[Na+:24]. The reactants are NC1=NC(=CC(=[N+]1[O-])N)N1CCC=CC1 (2,4-diamino-6-[3,6-dihydro-1(2H)-pyridyl]-pyrimidine-3-oxide), COC(=O)Cl (chloroformic acid methyl ester), [OH-].[Na+] (sodium hydroxide). The solvent is C(Cl)Cl (methylene chloride), O (water), C(Cl)Cl (methylene chloride). Product: NC1=NC(=CC(=[N+]1[O-])NC(=O)OC)N1CCC=CC1 (methyl 2-amino-6-[3,6-dihydro-1(2H)-pyridyl]-4-pyrimidinecarbamate-3-oxide). RXN SMILES: [NH2:1][C:2]1[N+:7]([O-:8])=[C:6]([NH2:9])[CH:5]=[C:4]([N:10]2[CH2:15][CH:14]=[CH:13][CH2:12][CH2:11]2)[N:3]=1.[CH3:16][O:17][C:18](Cl)=[O:19].[OH-].[Na+]>C(Cl)Cl.O>[NH2:1][C:2]1[N+:7]([O-:8])=[C:6]([NH:9][C:18]([O:17][CH3:16])=[O:19])[CH:5]=[C:4]([N:10]2[CH2:11][CH:12]=[CH:13][CH2:14][CH2:15]2)[N:3]=1 |f:2.3|. Procedure details: 20 G. of 2,4-diamino-6-[3,6-dihydro-1(2H)-pyridyl]-pyrimidine-3-oxide are suspended and stirred in 140 ml. of methylene chloride and 120 ml. of water. While cooling, there are simultaneously added dropwise 8 ml. of chloroformic acid methyl ester in 20 ml. of methylene chloride and sufficient 28% sodium hydroxide so that the pH value is held between 7.0 and 7.5. After completion of the addition, the mixture is stirred for a further 1 hour and the residue is subsequently filtered off. The two phas... The reactants are OC(C)(C)C=1N=C(N(C1C(=O)OC(C)C)CC1=CC=C(C=C1)C1=C(C=CC=C1)C1=NN=NN1)COC(C)C (isopropyl 4-(1-hydroxy-1-methylethyl)-2-isopropoxymethyl-1-{4-[2-(tetrazol-5-yl)phenyl]phenyl}methylimidazole-5-carboxylate), aqueous solution, [OH-].[Na+] (sodium hydroxide). Product: OC(C)(C)C=1N=C(N(C1C(=O)O)CC1=CC=C(C=C1)C1=C(C=CC=C1)C1=NN=NN1)COC(C)C (4-(1-Hydroxy-1-methylethyl)-2-isopropoxymethyl-1-{4-[2-(tetrazol-5-yl)phenyl]phenyl}methylimidazole-5-carboxylic acid). Isolated yield 90.0%. Reaction SMILES: [OH:1][C:2]([C:5]1[N:6]=[C:7]([CH2:34][O:35][CH:36]([CH3:38])[CH3:37])[N:8]([CH2:16][C:17]2[CH:22]=[CH:21][C:20]([C:23]3[CH:28]=[CH:27][CH:26]=[CH:25][C:24]=3[C:29]3[NH:33][N:32]=[N:31][N:30]=3)=[CH:19][CH:18]=2)[C:9]=1[C:10]([O:12]C(C)C)=[O:11])([CH3:4])[CH3:3].[OH-].[Na+]>>[OH:1][C:2]([C:5]1[N:6]=[C:7]([CH2:34][O:35][CH:36]([CH3:38])[CH3:37])[N:8]([CH2:16][C:17]2[CH:22]=[CH:21][C:20]([C:23]3[CH:28]=[CH:27][CH:26]=[CH:25][C:24]=3[C:29]3[NH:33][N:32]=[N:31][N:30]=3)=[CH:19][CH:18]=2)[C:9]=1[C:10]([OH:12])=[O:11])([CH3:4])[CH3:3] |f:1.2|. Reported procedure: A solution of 393 mg of isopropyl 4-(1-hydroxy-1-methylethyl)-2-isopropoxymethyl-1-{4-[2-(tetrazol-5-yl)phenyl]phenyl}methylimidazole-5-carboxylate [prepared as described in Example 92(b)] in 3 ml of a 1N aqueous solution of sodium hydroxide was stirred at room temperature for 2 hours, and then insoluble matter was filtered off. 3 ml of 1N aqueous hydrochloric acid were added to the filtrate, and the precipitated amorphous powder was collected by filtration, to give 325 mg of the title compound,... The reactants are C(C)(C)[Mg]Cl (isopropyl magnesium chloride), C(CCC)[Li] (normal-butyl lithium), [Cl-].[NH4+] (ammonium chloride), BrC1=CC=C(C=C1)Br (1,4-dibromobenzene), COC1CCCC1 (cyclopentyl methyl ether), C(C=C)Br (allyl bromide). Run in O1CCCC1 (tetrahydrofuran), C(C)OCC (diethyl ether), CCCCCC (hexane). Conditions: temperature -10 celsius, time 2 hour. The product is crude product, C(C=C)C1=CC=C(C=C1)Br (1-allyl-4-bromobenzene). Isolated yield 103.0%. RXN SMILES: Br[C:2]1[CH:7]=[CH:6][C:5]([Br:8])=[CH:4][CH:3]=1.CO[CH:11]1[CH2:15]CC[CH2:12]1.C([Mg]Cl)(C)C.C([Li])CCC.C(Br)C=C.[Cl-].[NH4+]>C(OCC)C.CCCCCC.O1CCCC1>[CH2:15]([C:2]1[CH:7]=[CH:6][C:5]([Br:8])=[CH:4][CH:3]=1)[CH:11]=[CH2:12] |f:5.6|. Reported procedure: Under a nitrogen atmosphere, to 1,4-dibromobenzene (1) (15 g, 15.9 mmol), cyclopentyl methyl ether (CPME) (90 ml) was added and cooled to around −10° C. using salt ice, tetrahydrofuran (THF) solution (iPrMgCl solution) of 2M isopropyl magnesium chloride (0.35 equivalents, 11.2 ml) and hexane solution (nBuLi solution) of 1.67M normal-butyl lithium (0.7 equivalents, 26.8 ml) were added dropwise. The mixture was stirred for 2 hours at −10° C. Then allyl bromide (1.1 equivalents, 6.8 ml) was added a... The reactants are [(S,S)-N-(2,4,6-triisopropylbenzenesulfonyl)-1,2-diphenylethylenediamine](hexamethylbenzene)ruthenium, [N+](=O)([O-])\C=C\C1=CC=CC=C1 (trans-β-nitrostyrene), C(CC(=O)OC)(=O)OC (dimethyl malonate). The solvent is C1(=CC=CC=C1)C (toluene). Conditions: temperature 30 celsius, time 24 hour. Product: COC(=O)C(C(=O)OC)[C@@H](C[N+](=O)[O-])C1=CC=CC=C1 (methyl(R)-2-methoxycarbonyl-4-nitro-3-phenylbutanoate). As a reaction SMILES: [N+:1](/[CH:4]=[CH:5]/[C:6]1[CH:11]=[CH:10][CH:9]=[CH:8][CH:7]=1)([O-:3])=[O:2].[C:12]([O:19][CH3:20])(=[O:18])[CH2:13][C:14]([O:16][CH3:17])=[O:15]>C1(C)C=CC=CC=1>[CH3:17][O:16][C:14]([CH:13]([C@H:5]([C:6]1[CH:11]=[CH:10][CH:9]=[CH:8][CH:7]=1)[CH2:4][N+:1]([O-:3])=[O:2])[C:12]([O:19][CH3:20])=[O:18])=[O:15]. Reported procedure: [(S,S)-N-(2,4,6-triisopropylbenzenesulfonyl)-1,2-diphenylethylenediamine](hexamethylbenzene)ruthenium (14.8 mg, 0.02 mmol, S/C=50), trans-β-nitrostyrene (149 mg, 1.0 mmol), dimethyl malonate (114 μl, 1.0 mmol) and toluene (1 ml) were added into Schlenk (20 ml) under an argon atmosphere, and stirred at 30° C. for 24 hours. 1HNMR determination of the solution showed that the yield of the product was 94%. The reaction solution was purified by flash column chromatography (hexane/acetone=80/20, SiO2)...